This data is from the Open Reaction Database (ORD), a public repository of structured organic reaction records. The task is: describe an organic reaction: reactants, conditions, products, and yield Reactants: CO, [Fe], N#CCSc1ccc(N)c([N+](=O)[O-])c1, O=S(=O)([O-])[O-], O. The product is N#CCSc1ccc(N)c(N)c1. Reaction SMILES: [CH3:15][OH:16].[Fe:22].[NH2:1][c:2]1[c:3]([N+:12]([O-:13])=[O:14])[cH:4][c:5]([S:8][CH2:9][C:10]#[N:11])[cH:6][cH:7]1.[O-:17][S:18](=[O:19])(=[O:20])[O-:21].[OH2:23]>>[NH2:1][c:2]1[c:3]([NH2:12])[cH:4][c:5]([S:8][CH2:9][C:10]#[N:11])[cH:6][cH:7]1. The reactants are COC1=CC=C(C=C1)C(C1=CC=CC=C1)(C1=CC=C(C=C1)OC)NC1=N[C@](C(C(N1C)=O)(C)C)(C)C1=C(C=CC(=C1)Br)F ((S)-2-{[bis-(4-methoxy-phenyl)-phenyl-methyl]-amino}-6-(5-bromo-2-fluoro-phenyl)-3,5,5,6-tetramethyl-5,6-dihydro-3H-pyrimidin-4-one), COC1=CC=C(C=C1)C(C1=CC=CC=C1)(C1=CC=C(C=C1)OC)NC1=N[C@](C(C(N1C)=O)(C)C)(C)C1=C(C=CC(=C1)Br)F ((S)-2-{[bis-(4-methoxy-phenyl)-phenyl-methyl]-amino}-6-(5-bromo-2-fluoro-phenyl)-3,5,5,6-tetramethyl-5,6-dihydro-3H-pyrimidin-4-one), NC1=C(C=C(C#N)C=C1)C(F)(F)F (4-amino-3-trifluoromethyl-benzonitrile). The product is NC=1N(C(C([C@@](N1)(C)C=1C=C(C=CC1F)NC1=C(C=C(C#N)C=C1)C(F)(F)F)(C)C)=O)C ((S)-4-(3-(2-Amino-1,4,5,5-tetramethyl-6-oxo-1,4,5,6-tetrahydropyrimidin-4-yl)-4-fluorophenylamino)-3-(trifluoromethyl)benzonitrile). RXN SMILES: COC1C=CC(C([NH:24][C:25]2[N:30]([CH3:31])[C:29](=[O:32])[C:28]([CH3:34])([CH3:33])[C@:27]([C:36]3[CH:41]=[C:40](Br)[CH:39]=[CH:38][C:37]=3[F:43])([CH3:35])[N:26]=2)(C2C=CC(OC)=CC=2)C2C=CC=CC=2)=CC=1.[NH2:44][C:45]1[CH:52]=[CH:51][C:48]([C:49]#[N:50])=[CH:47][C:46]=1[C:53]([F:56])([F:55])[F:54]>>[NH2:24][C:25]1[N:30]([CH3:31])[C:29](=[O:32])[C:28]([CH3:33])([CH3:34])[C@:27]([C:36]2[CH:41]=[C:40]([NH:44][C:45]3[CH:52]=[CH:51][C:48]([C:49]#[N:50])=[CH:47][C:46]=3[C:53]([F:54])([F:55])[F:56])[CH:39]=[CH:38][C:37]=2[F:43])([CH3:35])[N:26]=1. Procedure: The coupling of (S)-2-{[bis-(4-methoxy-phenyl)-phenyl-methyl]-amino}-6-(5-bromo-2-fluoro-phenyl)-3,5,5,6-tetramethyl-5,6-dihydro-3H-pyrimidin-4-one (intermediate K) and 4-amino-3-trifluoromethyl-benzonitrile according to procedure B followed by deprotection yielded the title compound as a pale yellow solid. MS (ESI): m/z=448.2 [M+H]+. Reactants: OC=1C=C(C=CC1)S (3-hydroxy-benzenethiol), C(C)OC(C(C(C)=O)CC1=C(C(=CC=C1)N)F)=O (2-(2-fluoro-3-aminobenzyl)-3-oxobutanoic acid ethyl ester), polyphosphoric acid. Solvent: O (Water). Conditions: temperature 70 celsius. Yields the product FC1=C(CC=2C(OC3=C(C2C)C=CC(=C3)S)=O)C=CC=C1N (3-(2-Fluoro-3-aminobenzyl)-7-mercapto-4-methyl-2-oxo-2H-1-benzopyran). Isolated yield 6.3%. As a reaction SMILES: [OH:1][C:2]1[CH:3]=[C:4]([SH:8])[CH:5]=[CH:6][CH:7]=1.C([O:11][C:12](=O)[CH:13]([CH2:17][C:18]1[CH:23]=[CH:22][CH:21]=[C:20]([NH2:24])[C:19]=1[F:25])[C:14](=O)[CH3:15])C>O>[F:25][C:19]1[C:20]([NH2:24])=[CH:21][CH:22]=[CH:23][C:18]=1[CH2:17][C:13]1[C:12](=[O:11])[O:1][C:2]2[CH:3]=[C:4]([SH:8])[CH:5]=[CH:6][C:7]=2[C:14]=1[CH3:15]. Procedure: 152 mg (1.21 mmol) of 3-hydroxy-benzenethiol and 153 mg (0.60 mmol) of 2-(2-fluoro-3-aminobenzyl)-3-oxobutanoic acid ethyl ester were added to polyphosphoric acid (6 g), and the mixture was stirred and heated at 70° C. for 2.5 hours. Water was then added to the reaction mixture, and the precipitated solid was filtered out. The obtained solid was purified by silica gel column chromatography (dichloromethane:methanol=50:1 to 20:1) to yield 12 mg (1%) of compound 5d-0-4S1 as a pale yellow powder. Reactants: COC(=O)c1ccccc1S(=O)(=O)N=C=O, CC#N, CN(C)c1nc(N)nc2nccnc12. Yields the product COC(=O)c1ccccc1S(=O)(=O)NC(=O)Nc1nc(N(C)C)c2nccnc2n1. RXN SMILES: [CH3:15][O:16][C:17](=[O:18])[c:19]1[c:20]([S:25](=[O:26])(=[O:27])[N:28]=[C:29]=[O:30])[cH:21][cH:22][cH:23][cH:24]1.[CH3:31][C:32]#[N:33].[NH2:1][c:2]1[n:3][c:4]2[n:5][cH:6][cH:7][n:8][c:9]2[c:10]([N:12]([CH3:13])[CH3:14])[n:11]1>>[NH:1]([c:2]1[n:3][c:4]2[n:5][cH:6][cH:7][n:8][c:9]2[c:10]([N:12]([CH3:13])[CH3:14])[n:11]1)[C:29]([NH:28][S:25]([c:20]1[c:19]([C:17]([O:16][CH3:15])=[O:18])[cH:24][cH:23][cH:22][cH:21]1)(=[O:26])=[O:27])=[O:30]. The product is O=C(NC1CCCCC1)NS(=O)(=O)c1ccc(CC(=O)N2CNc3ccccc3C2=O)cc1. Starting materials: CO, O=C(NC1CCCC1)NS(=O)(=O)c1ccc(CC(=O)N2CNc3ccccc3C2=O)cc1, C1COCCO1. Reaction SMILES: [CH3:39][OH:40].[O:1]=[C:2]([CH2:3][c:4]1[cH:5][cH:6][c:7]([S:10](=[O:11])(=[O:12])[NH:13][C:14](=[O:15])[NH:16][CH:17]2[CH2:18][CH2:19][CH2:20][CH2:21]2)[cH:8][cH:9]1)[N:22]1[CH2:23][NH:24][c:25]2[cH:26][cH:27][cH:28][cH:29][c:30]2[C:31]1=[O:32].[O:33]1[CH2:34][CH2:38][O:37][CH2:36][CH2:35]1>>[O:1]=[C:2]([CH2:3][c:4]1[cH:5][cH:6][c:7]([S:10](=[O:11])(=[O:12])[NH:13][C:14](=[O:15])[NH:16][CH:17]2[CH2:18][CH2:19][CH2:20][CH2:34][CH2:21]2)[cH:8][cH:9]1)[N:22]1[CH2:23][NH:24][c:25]2[cH:26][cH:27][cH:28][cH:29][c:30]2[C:31]1=[O:32].